Dataset: the Open Reaction Database (ORD), a public repository of structured organic reaction records. Task: describe an organic reaction: reactants, conditions, products, and yield Run at time 10 minute. The product is C(#N)C(C)=N/C(/C#N)=C(/C#N)\N (α-cyanoethylidenediaminomaleonitrile). Procedure: A mixture of 16 g of diaminomaleonitrile and 12.6 g of acetyl cyanide was stirred with a glass rod whereby an exothermic reaction occurred and the resulting reaction mixture turned into a yellow-colored mixture. After allowing the mixture to stand for 10 minutes, the mixture was washed with small amount of cooled methanol and dried under reduced pressure to obtain 22.65 g (95.9% yield) of crude crystals of α-cynoethylidenediaminomaleonitrile which was found to have a purity sufficient to be used... Starting materials: N/C(=C(/C#N)\N)/C#N (diaminomaleonitrile), C(C)(=O)C#N (acetyl cyanide). RXN SMILES: [NH2:1]/[C:2](/[C:7]#[N:8])=[C:3](\[NH2:6])/[C:4]#[N:5].[C:9]([C:12]#[N:13])(=O)[CH3:10]>>[C:12]([C:9](=[N:6]/[C:3](=[C:2](\[NH2:1])/[C:7]#[N:8])/[C:4]#[N:5])[CH3:10])#[N:13]. Reported procedure: Analogously to the building block synthesis of 4-iodomethyl-5-phenyl-2-p-tolyloxazole, 1-phenyl-1,2-propanedione-2-oxime and m-anisaldehyde gave 4-iodomethyl-2-(3-methoxyphenyl)-5-phenyloxazole. Reactants: ICC=1N=C(OC1C1=CC=CC=C1)C1=CC=C(C=C1)C (4-iodomethyl-5-phenyl-2-p-tolyloxazole), C1(=CC=CC=C1)C(C(C)=NO)=O (1-phenyl-1,2-propanedione-2-oxime), C(C1=CC(=CC=C1)OC)=O (m-anisaldehyde). The product is ICC=1N=C(OC1C1=CC=CC=C1)C1=CC(=CC=C1)OC (4-iodomethyl-2-(3-methoxyphenyl)-5-phenyloxazole). RXN SMILES: [I:1][CH2:2][C:3]1[N:4]=[C:5]([C:14]2[CH:19]=[CH:18][C:17](C)=[CH:16][CH:15]=2)[O:6][C:7]=1[C:8]1[CH:13]=[CH:12][CH:11]=[CH:10][CH:9]=1.C1([C:27](=[O:32])C(=NO)C)C=CC=CC=1.C(=O)C1C=CC=C(OC)C=1>>[I:1][CH2:2][C:3]1[N:4]=[C:5]([C:14]2[CH:19]=[CH:18][CH:17]=[C:16]([O:32][CH3:27])[CH:15]=2)[O:6][C:7]=1[C:8]1[CH:13]=[CH:12][CH:11]=[CH:10][CH:9]=1.